From a dataset of the Open Reaction Database (ORD), a public repository of structured organic reaction records. describe an organic reaction: reactants, conditions, products, and yield The reactants are CC(=O)N1CCN(c2ccc(NC(=O)Cc3ccc(Cl)c(F)c3)nc2)CC1, CCCC[Sn](CCCC)(CCCC)c1ccnc(C)c1, CS(C)=O, CN(C)C=O. Product: CC(=O)N1CCN(c2ccc(NC(=O)Cc3ccc(-c4ccnc(C)c4)c(F)c3)nc2)CC1. As a reaction SMILES: [C:1]([CH3:2])(=[O:3])[N:4]1[CH2:5][CH2:6][N:7]([c:10]2[cH:11][cH:12][c:13]([NH:16][C:17]([CH2:18][c:19]3[cH:20][c:21]([F:26])[c:22]([Cl:25])[cH:23][cH:24]3)=[O:27])[n:14][cH:15]2)[CH2:8][CH2:9]1.[CH3:28][c:29]1[n:30][cH:31][cH:32][c:33]([Sn:35]([CH2:36][CH2:37][CH2:38][CH3:39])([CH2:40][CH2:41][CH2:42][CH3:43])[CH2:44][CH2:45][CH2:46][CH3:47])[cH:34]1.[CH3:48][S:49]([CH3:50])=[O:51].[O:52]=[CH:53][N:54]([CH3:55])[CH3:56]>>[C:1]([CH3:2])(=[O:3])[N:4]1[CH2:5][CH2:6][N:7]([c:10]2[cH:11][cH:12][c:13]([NH:16][C:17]([CH2:18][c:19]3[cH:20][c:21]([F:26])[c:22](-[c:33]4[cH:32][cH:31][n:30][c:29]([CH3:28])[cH:34]4)[cH:23][cH:24]3)=[O:27])[n:14][cH:15]2)[CH2:8][CH2:9]1. The reactants are CCOC(C)=O, CN1CCCC1=O, Cn1nc(Cl)c2cnc(S(C)(=O)=O)nc21, NCCO, O. Yields the product Cn1nc(Cl)c2cnc(NCCO)nc21. As a reaction SMILES: [CH3:21][CH2:22][O:23][C:24](=[O:25])[CH3:26].[CH3:27][N:28]1[CH2:29][CH2:30][CH2:31][C:32]1=[O:33].[Cl:1][c:2]1[n:3][n:4]([CH3:15])[c:5]2[n:6][c:7]([S:11]([CH3:12])(=[O:13])=[O:14])[n:8][cH:9][c:10]12.[NH2:16][CH2:17][CH2:18][OH:19].[OH2:20]>>[Cl:1][c:2]1[n:3][n:4]([CH3:15])[c:5]2[n:6][c:7]([NH:16][CH2:17][CH2:18][OH:19])[n:8][cH:9][c:10]12. Reactants: 3-peroxybenzoic acid, BrC=1C=C2C(=NC1)C(C1=C(CC2)C=C(C=C1)Cl)N1C[C@@H](N(CC1)C(=O)OC(C)(C)C)C(=O)N1CCC(CC1)CCCN1C=NC=C1 (1,1-dimethylethyl 4-(3-bromo-8-chloro-6,11-dihydro-5H-benzo[5,6]cyclohepta[1,2-b]pyridin-11-yl)-2(R)-[[4-[3-(1H-imidazol-1-yl)propyl]-1-piperidinyl]carbonyl]piperazinecarboxylate). Solvent: ClCCl (dichloromethane), ClCCl (dichloromethane). Reaction conditions: time 12 hour. Product: N1(C=NC=C1)CCCC1CCN(CC1)C(=O)[C@@H]1NCCNC1 (2(R)-[[4-[3-(1H-imidazol-1-yl)propyl]-1-piperidinyl]carbonyl]piperazine). RXN SMILES: BrC1C=C2CCC3C=C(Cl)C=CC=3C([N:18]3[CH2:23][CH2:22][N:21](C(OC(C)(C)C)=O)[C@@H:20]([C:31]([N:33]4[CH2:38][CH2:37][CH:36]([CH2:39][CH2:40][CH2:41][N:42]5[CH:46]=[CH:45][N:44]=[CH:43]5)[CH2:35][CH2:34]4)=[O:32])[CH2:19]3)C2=NC=1>ClCCl>[N:42]1([CH2:41][CH2:40][CH2:39][CH:36]2[CH2:37][CH2:38][N:33]([C:31]([C@H:20]3[CH2:19][NH:18][CH2:23][CH2:22][NH:21]3)=[O:32])[CH2:34][CH2:35]2)[CH:46]=[CH:45][N:44]=[CH:43]1. Reported procedure: A solution of 3-peroxybenzoic acid (25 g, 102.59 mmol, 2.5 eq.) in anhydrous dichloromethane (250 mL) was added dropwise over a period of one hour to a stirred solution of 8-chloro-4-aza-10,11-dihydro-5H-dibenzo[a,d]cyclohepten-5-one 1 (10 g, 41.04 mmol, 1.0 eq.) in anhydrous dichloromethane (100 mL) at 0° C. under a nitrogen atmosphere. The solution was slowly (3 h) warmed to room temperature and stirred for another 12 h. The solution was extracted with 1 M aqueous sodium hydroxide solution (5×... Reactants: N1CCC(C(=O)OCC)CC1 (ethyl isonipecotate), C(C1=CC=CC=C1)Cl (benzyl chloride), C([O-])([O-])=O.[Na+].[Na+] (sodium carbonate). Solvent: C(C)O (ethanol). Reaction conditions: time 10 hour. Yields the product Cl.C(C)OC(=O)C1CCN(CC1)CC1=CC=CC=C1 (1-(Phenylmethyl)-4-piperidinecarboxylic acid ethyl ester hydrochloride). Reaction SMILES: [NH:1]1[CH2:11][CH2:10][CH:4]([C:5]([O:7][CH2:8][CH3:9])=[O:6])[CH2:3][CH2:2]1.[CH2:12]([Cl:19])[C:13]1[CH:18]=[CH:17][CH:16]=[CH:15][CH:14]=1.C(=O)([O-])[O-].[Na+].[Na+]>C(O)C>[ClH:19].[CH2:8]([O:7][C:5]([CH:4]1[CH2:3][CH2:2][N:1]([CH2:12][C:13]2[CH:18]=[CH:17][CH:16]=[CH:15][CH:14]=2)[CH2:11][CH2:10]1)=[O:6])[CH3:9] |f:2.3.4,6.7|. Reported procedure: A mixture of 100 g (0.637 mole) of ethyl isonipecotate, 80.64 g (0.64 mole) of benzyl chloride and 67.84 g (0.64 mole) of sodium carbonate in 1 liter of absolute ethanol was refluxed for 8 hours and then was stirred at room temperature for 10 hours. The solvent was removed in vacuo, and the residue was partitioned between methylene chloride and dilute sodium hydroxide. The methylene chloride phase was dried over magnesium sulfate, and the solvent was removed in vacuo to give the free base of the... Starting materials: COC=1C=C(C(=NC)Cl)C=C(C1OC)[N+](=O)[O-] (3,4-Dimethoxy-N-methyl-5-nitro-benzimidoyl chloride), N=1NN=NC1C=1C(=NC=CC1)C(F)(F)F (3-(2H-tetrazol-5-yl)-2-(trifluoromethyl)pyridine), N1=CC=CC=C1 (pyridine). Conditions: temperature 82.5 celsius. Product: COC=1C=C(C=C(C1OC)[N+](=O)[O-])C=1N(C(=NN1)C=1C(=NC=CC1)C(F)(F)F)C (3-(5-(3,4-dimethoxy-5-nitrophenyl)-4-methyl-4H-1,2,4-triazol-3-yl)-2-(trifluoromethyl)pyridine). As a reaction SMILES: [CH3:1][O:2][C:3]1[CH:4]=[C:5]([CH:10]=[C:11]([N+:15]([O-:17])=[O:16])[C:12]=1[O:13][CH3:14])[C:6](Cl)=NC.[N:18]1[NH:19]N=[N:21][C:22]=1[C:23]1[C:24]([C:29]([F:32])([F:31])[F:30])=[N:25][CH:26]=[CH:27][CH:28]=1.N1C=CC=C[CH:34]=1>>[CH3:1][O:2][C:3]1[CH:4]=[C:5]([C:6]2[N:21]([CH3:34])[C:22]([C:23]3[C:24]([C:29]([F:32])([F:31])[F:30])=[N:25][CH:26]=[CH:27][CH:28]=3)=[N:18][N:19]=2)[CH:10]=[C:11]([N+:15]([O-:17])=[O:16])[C:12]=1[O:13][CH3:14]. Procedure: 3,4-Dimethoxy-N-methyl-5-nitro-benzimidoyl chloride (0.28 g, 1.08 mmol) was added to a stirred solution of 3-(2H-tetrazol-5-yl)-2-(trifluoromethyl)pyridine (0.215 g, 1 mmol) in dry pyridine (3 mL), preheated to 50° C. The resulting mixture was cautiously heated to 75-90° C. and maintained at this temperature until nitrogen evolution ceased. The mixture was then poured onto water (30 mL) and extracted with dichloromethane (25 mL). The organic phase was separated, dried over anhydrous magnesium su... Reactants: ClC1=NC=CC(=N1)Cl (2,4 dichloropyrimidine), C(=O)C=1C=C(C=CC1OC)B(O)O (3-formyl 4-methoxy phenyl boronic acid), 249. Product: ClC1=NC=CC(=N1)C=1C=CC(=C(C=O)C1)OC (5-(2-Chloro-pyrimidin-4-yl)-2-methoxy-benzaldehyde). As a reaction SMILES: [Cl:1][C:2]1[N:7]=[C:6](Cl)[CH:5]=[CH:4][N:3]=1.[CH:9]([C:11]1[CH:12]=[C:13](B(O)O)[CH:14]=[CH:15][C:16]=1[O:17][CH3:18])=[O:10]>>[Cl:1][C:2]1[N:7]=[C:6]([C:13]2[CH:14]=[CH:15][C:16]([O:17][CH3:18])=[C:11]([CH:12]=2)[CH:9]=[O:10])[CH:5]=[CH:4][N:3]=1. Procedure details: 2,4 dichloropyrimidine and 3-formyl 4-methoxy phenyl boronic acid were coupled following procedure A. LC-MS showed the product was >95% pure and had the expected M+H+ of 249. Starting materials: [F-].C(CCC)[N+](CCCC)(CCCC)CCCC (Tetra-n-butylammonium fluoride), COC(C1=CC(=C(C=C1)Br)S(=O)(=O)CC1=C(C=CC=C1)O[Si](C)(C)C(C)(C)C)=O (4-Bromo-3-[2-(tert-butyl-dimethyl-silanyloxy)-phenylmethanesulfonyl]-benzoic acid methyl ester). Solvent: C1CCOC1 (THF), C1CCOC1 (THF). Conditions: time 1 hour. Yields the product COC(=O)C=1C=CC2=C(S(CC3=C(O2)C=CC=C3)(=O)=O)C1 (10,10-Dioxo-10,11-dihydro-5-oxa-10lambda*6*-thia-dibenzo[a,d]cycloheptene-8-carboxylic acid methyl ester). Reaction SMILES: [F-].C([N+](CCCC)(CCCC)CCCC)CCC.[CH3:19][O:20][C:21](=[O:47])[C:22]1[CH:27]=[CH:26][C:25](Br)=[C:24]([S:29]([CH2:32][C:33]2[CH:38]=[CH:37][CH:36]=[CH:35][C:34]=2[O:39][Si](C(C)(C)C)(C)C)(=[O:31])=[O:30])[CH:23]=1>C1COCC1>[CH3:19][O:20][C:21]([C:22]1[CH:27]=[CH:26][C:25]2[O:39][C:34]3[CH:35]=[CH:36][CH:37]=[CH:38][C:33]=3[CH2:32][S:29](=[O:31])(=[O:30])[C:24]=2[CH:23]=1)=[O:47] |f:0.1|. Reported procedure: Tetra-n-butylammonium fluoride (0.693 g, 2.2 mol) in THF (15 mL) was added dropwise to a solution of Example 1g (0.55 g, 1.1 mmol) in dry THF (5 mL) at 0° C. The reaction mixture was stirred for 1 h and treated with crushed ice to obtain the title compound as a solid. It was filtered, washed with water and dried. Yield: 0.25 g, (75%); 1H NMR (CDCl3): δ 3.90 (s, 3H, OCH3), 4.60 (s, 2H, CH2), 7.30-7.40 (m, 5H, Ar), 8.20 (d, 1H, Ar), 8.60 (d, 1H, Ar); MS: m/e (EI+) 304 (M+). The solvent is CO (methanol), CO (methanol). The reactants are BrN1C(CCC1=O)=O (N-bromosuccinimide), C1(=CC=CC=C1)C=1SC=CC1 (2-phenylthiophene). Procedure details: Next, 3.21 g (20 mmol) of the thus synthesized 2-phenylthiophene was dissolved into 20 mL of methanol, and then to this solution was added a solution wherein 3.92 g (22 mmol) of N-bromosuccinimide (Wako Pure Chemicals Industries, Ltd.) was dissolved into 40 mL of methanol, to produce a white precipitation of 2-phenyl-5-bromothiophene immediately. This reaction solution was put into a refrigerator to ensure the production of the precipitation. This precipitation was filtered and then was sufficie... Yields the product C1(=CC=CC=C1)C=1SC(=CC1)Br (2-phenyl-5-bromothiophene). Reaction SMILES: [C:1]1([C:7]2[S:8][CH:9]=[CH:10][CH:11]=2)[CH:6]=[CH:5][CH:4]=[CH:3][CH:2]=1.[Br:12]N1C(=O)CCC1=O>CO>[C:1]1([C:7]2[S:8][C:9]([Br:12])=[CH:10][CH:11]=2)[CH:2]=[CH:3][CH:4]=[CH:5][CH:6]=1. Starting materials: Cl (hydrochloride), C1(CCC1)N1CCC(CC1)OC1=CC(=C(C=C1)NC(CN1CCOCC1)=O)F (N-[4-(1-Cyclobutyl piperidin-4-yloxy)-2-fluoro phenyl]-2-(morpholin-4-yl) acetamide). Solvent: C(C)OCC (diethyl ether). Run at time 2.5 hour. Product: Cl.Cl.C1(CCC1)N1CCC(CC1)OC1=CC(=C(C=C1)NC(CN1CCOCC1)=O)F (N-[4-(1-Cyclobutyl piperidin-4-yloxy)-2-fluoro phenyl]-2-(morpholin-4-yl)acetamide dihydrochloride). The yield is 86.1%. RXN SMILES: [ClH:1].[CH:2]1([N:6]2[CH2:11][CH2:10][CH:9]([O:12][C:13]3[CH:18]=[CH:17][C:16]([NH:19][C:20](=[O:28])[CH2:21][N:22]4[CH2:27][CH2:26][O:25][CH2:24][CH2:23]4)=[C:15]([F:29])[CH:14]=3)[CH2:8][CH2:7]2)[CH2:5][CH2:4][CH2:3]1>C(OCC)C>[ClH:1].[ClH:1].[CH:2]1([N:6]2[CH2:7][CH2:8][CH:9]([O:12][C:13]3[CH:18]=[CH:17][C:16]([NH:19][C:20](=[O:28])[CH2:21][N:22]4[CH2:23][CH2:24][O:25][CH2:26][CH2:27]4)=[C:15]([F:29])[CH:14]=3)[CH2:10][CH2:11]2)[CH2:3][CH2:4][CH2:5]1 |f:3.4.5|. Procedure: Methanolic hydrochloride (2.08 ml, 0.009 moles, 15% w/v) was added to a stirred solution of N-[4-(1-Cyclobutyl piperidin-4-yloxy)-2-fluoro phenyl]-2-(morpholin-4-yl) acetamide (1.52 g, 0.004 moles) in diethyl ether (5 vol) and the reaction mass was further stirred for 2-3 hours at room temperature. The solvent was decanted; the resulting solids were washed with ether (2×10 mL) and dried under reduced pressure to obtain the title compound 1.6 g (Yield: 86.2%).